From a dataset of the Open Reaction Database (ORD), a public repository of structured organic reaction records. describe an organic reaction: reactants, conditions, products, and yield Starting materials: COCCBr, [Na+], [Na+], O=C([O-])[O-], O=Cc1ccc(O)c(O)c1. Yields the product COCCOc1ccc(C=O)cc1O. Reaction SMILES: [CH3:11][O:12][CH2:13][CH2:14][Br:15].[Na+:16].[Na+:17].[O-:18][C:19](=[O:20])[O-:21].[OH:1][c:2]1[cH:3][c:4]([CH:5]=[O:6])[cH:7][cH:8][c:9]1[OH:10]>>[OH:1][c:2]1[cH:3][c:4]([CH:5]=[O:6])[cH:7][cH:8][c:9]1[O:10][CH2:14][CH2:13][O:12][CH3:11]. Run in CCO (EtOH). Yield: 85.0%. Procedure details: A mixture of 1-cyano-4-hydroxy-7-phenethyl-isoquinoline-3-carboxylic acid methyl ester (50 mg, 0.15 mmol) and 3-amino-2,2-dimethyl-propionic acid methyl ester (99 mg, 0.75 mmol) in EtOH (2 mL) was heated at 150° C. in a microwave reactor for 3 h. The solvent was evaporated, and the residue was purified by column chromatography (0-25% EtOAc/hexanes) to give 55 mg of the title compound. 1H NMR (CDCl3, 200 MHz): δ=14.0 (s, 1H), 8.20-8.40 (m, 2H), 7.98 (d, 1H, J=0.8 Yields the product COC(C(CNC(=O)C=1N=C(C2=CC(=CC=C2C1O)CCC1=CC=CC=C1)C#N)(C)C)=O (3[(1-Cyano-4-hydroxy-7-phenethyl-isoquinoline-3-carbonyl)-amino]-2,2-dimethyl-propionic acid methyl ester). As a reaction SMILES: CO[C:3]([C:5]1[N:6]=[C:7]([C:24]#[N:25])[C:8]2[C:13]([C:14]=1[OH:15])=[CH:12][CH:11]=[C:10]([CH2:16][CH2:17][C:18]1[CH:23]=[CH:22][CH:21]=[CH:20][CH:19]=1)[CH:9]=2)=[O:4].[CH3:26][O:27][C:28](=[O:34])[C:29]([CH3:33])([CH3:32])[CH2:30][NH2:31]>CCO>[CH3:26][O:27][C:28](=[O:34])[C:29]([CH3:33])([CH3:32])[CH2:30][NH:31][C:3]([C:5]1[N:6]=[C:7]([C:24]#[N:25])[C:8]2[C:13]([C:14]=1[OH:15])=[CH:12][CH:11]=[C:10]([CH2:16][CH2:17][C:18]1[CH:23]=[CH:22][CH:21]=[CH:20][CH:19]=1)[CH:9]=2)=[O:4]. Starting materials: COC(=O)C=1N=C(C2=CC(=CC=C2C1O)CCC1=CC=CC=C1)C#N (1-cyano-4-hydroxy-7-phenethyl-isoquinoline-3-carboxylic acid methyl ester), COC(C(CN)(C)C)=O (3-amino-2,2-dimethyl-propionic acid methyl ester). Run at temperature 150 celsius. RXN SMILES: [Br:1][c:2]1[c:3]([CH3:11])[c:4]([F:10])[c:5]([C:6]#[N:7])[cH:8][cH:9]1.[C:63](=[O:64])([O-:65])[O-:66].[Cs+:67].[Cs+:68].[O:107]=[C:108]([CH:109]=[CH:110][c:111]1[cH:112][cH:113][cH:114][cH:115][cH:116]1)[CH:117]=[CH:118][c:119]1[cH:120][cH:121][cH:122][cH:123][cH:124]1.[O:71]=[C:72]([CH:73]=[CH:74][c:75]1[cH:76][cH:77][cH:78][cH:79][cH:80]1)[CH:81]=[CH:82][c:83]1[cH:84][cH:85][cH:86][cH:87][cH:88]1.[O:89]=[C:90]([CH:91]=[CH:92][c:93]1[cH:94][cH:95][cH:96][cH:97][cH:98]1)[CH:99]=[CH:100][c:101]1[cH:102][cH:103][cH:104][cH:105][cH:106]1.[OH:12][C:13]1([CH3:20])[CH2:14][C:15](=[O:19])[NH:16][CH:17]1[CH3:18].[Pd:69].[Pd:70].[c:21]1([P:22]([c:23]2[cH:24][cH:25][cH:26][cH:27][cH:28]2)[c:29]2[c:30]3[c:54]([cH:55][cH:56][cH:57]2)[C:51]([CH3:52])([CH3:53])[c:33]2[c:32]([c:37]([P:38]([c:39]4[cH:40][cH:41][cH:42][cH:43][cH:44]4)[c:45]4[cH:46][cH:47][cH:48][cH:49][cH:50]4)[cH:36][cH:35][cH:34]2)[O:31]3)[cH:58][cH:59][cH:60][cH:61][cH:62]1>>[c:2]1([N:16]2[C:15](=[O:19])[CH2:14][C:13]([OH:12])([CH3:20])[CH:17]2[CH3:18])[c:3]([CH3:11])[c:4]([F:10])[c:5]([C:6]#[N:7])[cH:8][cH:9]1. Reactants: Cc1c(Br)ccc(C#N)c1F, O=C([O-])[O-], [Cs+], [Cs+], O=C(C=Cc1ccccc1)C=Cc1ccccc1, O=C(C=Cc1ccccc1)C=Cc1ccccc1, O=C(C=Cc1ccccc1)C=Cc1ccccc1, CC1NC(=O)CC1(C)O, [Pd], [Pd], CC1(C)c2cccc(P(c3ccccc3)c3ccccc3)c2Oc2c(P(c3ccccc3)c3ccccc3)cccc21. Yields the product Cc1c(N2C(=O)CC(C)(O)C2C)ccc(C#N)c1F. The reactants are CN(C1CCOCC1)CC1=CC=C(N)C=C1 (4-[N-methyl-N-(tetrahydropyran-4-yl)aminomethyl]aniline), O1CCN(CC1)C1=CC=C(C=C1)C=1C=CC2=C(C=C(CCS2(=O)=O)C(=O)O)C1 (7-(4-morpholinophenyl)-1,1-dioxo-2,3-dihydro-1-benzothiepine-4-carboxylic acid), ON1N=NC2=C1C=CC=C2 (1-hydroxybenzotriazole), Cl.C(C)N=C=NCCCN(C)C (1-ethyl-3-(3′-dimethylaminopropyl)carbodiimide hydrochloride). The reagents and catalysts are CN(C1=CC=NC=C1)C (4-dimethylaminopyridine). Run in CN(C)C=O (DMF), C(C)N(CC)CC (triethylamine), CN(C)C=O (DMF). Conditions: time 1 hour. Yields the product CN(C1CCOCC1)CC1=CC=C(C=C1)NC(=O)C=1CCS(C2=C(C1)C=C(C=C2)C2=CC=C(C=C2)N2CCOCC2)(=O)=O (N-[4-[N-methyl-N-(tetrahydropyran-4-yl)aminomethyl]phenyl]-7-(4-morpholinophenyl)-1,1-dioxo-2,3-dihydro-1-benzothiepine-4-carboxamide). Yield: 11.9%. RXN SMILES: [O:1]1[CH2:6][CH2:5][N:4]([C:7]2[CH:12]=[CH:11][C:10]([C:13]3[CH:14]=[CH:15][C:16]4[S:22](=[O:24])(=[O:23])[CH2:21][CH2:20][C:19]([C:25]([OH:27])=O)=[CH:18][C:17]=4[CH:28]=3)=[CH:9][CH:8]=2)[CH2:3][CH2:2]1.ON1C2C=CC=CC=2N=N1.Cl.C(N=C=NCCCN(C)C)C.[CH3:51][N:52]([CH2:59][C:60]1[CH:66]=[CH:65][C:63]([NH2:64])=[CH:62][CH:61]=1)[CH:53]1[CH2:58][CH2:57][O:56][CH2:55][CH2:54]1>CN(C=O)C.CN(C)C1C=CN=CC=1.C(N(CC)CC)C>[CH3:51][N:52]([CH2:59][C:60]1[CH:61]=[CH:62][C:63]([NH:64][C:25]([C:19]2[CH2:20][CH2:21][S:22](=[O:24])(=[O:23])[C:16]3[CH:15]=[CH:14][C:13]([C:10]4[CH:9]=[CH:8][C:7]([N:4]5[CH2:5][CH2:6][O:1][CH2:2][CH2:3]5)=[CH:12][CH:11]=4)=[CH:28][C:17]=3[CH:18]=2)=[O:27])=[CH:65][CH:66]=1)[CH:53]1[CH2:58][CH2:57][O:56][CH2:55][CH2:54]1 |f:2.3|. Reported procedure: To a solution of 7-(4-morpholinophenyl)-1,1-dioxo-2,3-dihydro-1-benzothiepine-4-carboxylic acid (177 mg; purity: about 50%) and 1-hydroxybenzotriazole (HOBt) (90 mg) in DMF (5 ml) was added at room temperature 1-ethyl-3-(3′-dimethylaminopropyl)carbodiimide hydrochloride (WSC) (127 mg), and the mixture was stirred for 1 hour. To the mixture were added a solution of 4-[N-methyl-N-(tetrahydropyran-4-yl)aminomethyl]aniline (107 mg) and triethylamine (0.12 ml) in DMF (5 ml) and a piece of 4-dimethyla... Starting materials: [OH-].[Na+] (NaOH), OC1=C(C=C(C=C1)OCCOCCOCCOC)C=1SC[C@@](N1)(C(=O)OC(C)C)C (Isopropyl (S)-4,5-Dihydro-2-[2-hydroxy-5-(3,6,9-trioxadecyloxy)phenyl]-4-methyl-4-thiazolecarboxylate). The solvent is CO (CH3OH), CO (CH3OH). Conditions: time 18 hour. The product is OC1=C(C=C(C=C1)OCCOCCOCCOC)C=1SC[C@@](N1)(C(=O)O)C ((S)-4,5-Dihydro-2-[2-hydroxy-5-(3,6,9-trioxadecyloxy)phenyl]-4-methyl-4-thiazolecarboxylic Acid). Yield: 97.0%. Reaction SMILES: [OH-].[Na+].[OH:3][C:4]1[CH:9]=[CH:8][C:7]([O:10][CH2:11][CH2:12][O:13][CH2:14][CH2:15][O:16][CH2:17][CH2:18][O:19][CH3:20])=[CH:6][C:5]=1[C:21]1[S:22][CH2:23][C@:24]([CH3:32])([C:26]([O:28]C(C)C)=[O:27])[N:25]=1>CO>[OH:3][C:4]1[CH:9]=[CH:8][C:7]([O:10][CH2:11][CH2:12][O:13][CH2:14][CH2:15][O:16][CH2:17][CH2:18][O:19][CH3:20])=[CH:6][C:5]=1[C:21]1[S:22][CH2:23][C@:24]([CH3:32])([C:26]([OH:28])=[O:27])[N:25]=1 |f:0.1|. Reported procedure: A solution of 50% (w/w) NaOH (3.34 mL, 94 mmol) in CH3OH (34 mL) was added to 12 (2.14 g, 4.85 mmol) in CH3OH (70 mL) with ice bath cooling. The reaction mixture was stirred at room temperature for 18 h, and the bulk of the solvent was removed by rotary evaporation. The residue was treated with dilute NaCl (100 mL) and was extracted with ether (3×50 mL). The basic aqueous phase was cooled in ice, acidified with 2 N HCl to pH=2, and extracted with EtOAc (3×100 mL). After the EtOAc layers were was... Starting materials: OC1=CC=2C3=C(N(C2C=C1)C)C1(CCNCC1)CC3 (1,4-dihydro-7-hydroxy-4-methylspiro[cyclopent[b]indole-3(2H), 4'-piperidine]), C([O-])([O-])=O.[Cs+].[Cs+] (cesium carbonate), CN(C(=O)Cl)C (dimethylcarbamyl chloride). Solvent: C(C)(=O)OCC (ethyl acetate), C(C)#N (acetonitrile). Product: O.CN(C(=O)OC1=CC=2C3=C(N(C2C=C1)C)C1(CCNCC1)CC3)C.CN(C)C(=O)OC3=CC=1C2=C(N(C1C=C3)C)C3(CCNCC3)CC2 (1,4-Dihydro-7-dimethylaminocarbonyloxy-4-methylspiro[cyclopent[b]indole-3(2H), 4'-piperidine]hemihydrate). Isolated yield 18.7%. As a reaction SMILES: [OH:1][C:2]1[CH:10]=[CH:9][C:8]2[N:7]([CH3:11])[C:6]3[C:12]4([CH2:18][CH2:19][C:5]=3[C:4]=2[CH:3]=1)[CH2:17][CH2:16][NH:15][CH2:14][CH2:13]4.C(=O)([O-])[O-].[Cs+].[Cs+].[CH3:26][N:27]([CH3:31])[C:28](Cl)=[O:29]>C(#N)C.C(OCC)(=O)C>[OH2:1].[CH3:26][N:27]([CH3:31])[C:28]([O:1][C:2]1[CH:10]=[CH:9][C:8]2[N:7]([CH3:11])[C:6]3[C:12]4([CH2:18][CH2:19][C:5]=3[C:4]=2[CH:3]=1)[CH2:17][CH2:16][NH:15][CH2:14][CH2:13]4)=[O:29].[CH3:26][N:27]([C:28]([O:1][C:2]1[CH:10]=[CH:9][C:8]2[N:7]([CH3:11])[C:6]3[C:12]4([CH2:18][CH2:19][C:5]=3[C:4]=2[CH:3]=1)[CH2:17][CH2:16][NH:15][CH2:14][CH2:13]4)=[O:29])[CH3:31] |f:1.2.3,7.8.9|. Reported procedure: To a solution of 1,4-dihydro-7-hydroxy-4-methylspiro[cyclopent[b]indole-3(2H), 4'-piperidine] (0.61 g) and cesium carbonate (1.55 g) in acetonitrile (100 ml) was added dimethylcarbamyl chloride (0.25 g), under nitrogen, with stirring. The reaction mixture was stirred for 24 hrs, diluted with ethyl acetate, and the mixture was washed with saturated sodium chloride solution. The layers were separated, and the organic layer was dried over anhydrous sodium sulfate, filtered, and the filtrate was con... Starting materials: N(=[N+]=[N-])CC(=O)NC1=CC=C(C=C1)S(=O)(=O)C1=CC=C(C=C1)F (2-azido-N-[4-[(4-fluorophenyl)sulfonyl]phenyl]acetamide). The reagents and catalysts are [Ni] (Raney nickel). The solvent is O1CCOCC1 (p-dioxane). Yields the product NCC(=O)NC1=CC=C(C=C1)S(=O)(=O)C1=CC=C(C=C1)F (2-Amino-N-[4-[(4-fluorophenyl)sulfonyl]phenyl]acetamide). RXN SMILES: [N:1]([CH2:4][C:5]([NH:7][C:8]1[CH:13]=[CH:12][C:11]([S:14]([C:17]2[CH:22]=[CH:21][C:20]([F:23])=[CH:19][CH:18]=2)(=[O:16])=[O:15])=[CH:10][CH:9]=1)=[O:6])=[N+]=[N-]>O1CCOCC1.[Ni]>[NH2:1][CH2:4][C:5]([NH:7][C:8]1[CH:9]=[CH:10][C:11]([S:14]([C:17]2[CH:18]=[CH:19][C:20]([F:23])=[CH:21][CH:22]=2)(=[O:16])=[O:15])=[CH:12][CH:13]=1)=[O:6]. Procedure details: A 2.0 g portion of this azide was dissolved in 40 ml of p-dioxane and subjected to hydrogenation with Raney nickel catalyst for 1.5 hours. The mixture was filtered, the filtrate concentrated to a residue and recrystallized from ethanol giving 944 mg of the desired product as white crystals, mp 181°-184° C. Reactants: C(CCCCCCCCCCCCC)(=O)OCCCN(CCCOC(CCCCCCCCCCCCC)=O)C(CN(C)C)=O (((2-(dimethylamino)acetyl)azanediyl)bis(propane-3,1-diyl) ditetradecanoate), BrCCO (2-bromoethanol). Run in C(C)#N (ACN). Run at temperature 80 celsius, time 8 hour. Yields the product [Br-].C(CCCCCCCCCCCCC)(=O)OCCCN(C(C[N+](C)(C)CCO)=O)CCCOC(CCCCCCCCCCCCC)=O (2-(bis(3-(tetradecanoyloxy)propyl)amino)-N-(2-hydroxyethyl)-N,N-dimethyl-2-oxoethanaminium bromide). As a reaction SMILES: [C:1]([O:16][CH2:17][CH2:18][CH2:19][N:20]([C:40](=[O:45])[CH2:41][N:42]([CH3:44])[CH3:43])[CH2:21][CH2:22][CH2:23][O:24][C:25](=[O:39])[CH2:26][CH2:27][CH2:28][CH2:29][CH2:30][CH2:31][CH2:32][CH2:33][CH2:34][CH2:35][CH2:36][CH2:37][CH3:38])(=[O:15])[CH2:2][CH2:3][CH2:4][CH2:5][CH2:6][CH2:7][CH2:8][CH2:9][CH2:10][CH2:11][CH2:12][CH2:13][CH3:14].[Br:46][CH2:47][CH2:48][OH:49]>C(#N)C>[Br-:46].[C:1]([O:16][CH2:17][CH2:18][CH2:19][N:20]([CH2:21][CH2:22][CH2:23][O:24][C:25](=[O:39])[CH2:26][CH2:27][CH2:28][CH2:29][CH2:30][CH2:31][CH2:32][CH2:33][CH2:34][CH2:35][CH2:36][CH2:37][CH3:38])[C:40](=[O:45])[CH2:41][N+:42]([CH2:47][CH2:48][OH:49])([CH3:43])[CH3:44])(=[O:15])[CH2:2][CH2:3][CH2:4][CH2:5][CH2:6][CH2:7][CH2:8][CH2:9][CH2:10][CH2:11][CH2:12][CH2:13][CH3:14] |f:3.4|. Reported procedure: In a sealed system, ((2-(dimethylamino)acetyl)azanediyl)bis(propane-3,1-diyl) ditetradecanoate (246 mg, 0.385 mmol) was dissolved in ACN (10 mL), and 2-bromoethanol (500 uL) was added. The reaction vessel was flushed with inert gas and then sealed. The mixture was heated to 80° C., stirred overnight, and then cooled and concentrated in vacuo. Purification by silica gel chromatography with a DCM/MeOH gradient yielded 99 mg 2-(bis(3-(tetradecanoyloxy)propyl)amino)-N-(2-hydroxyethyl)-N,N-dimethyl-2...